From a dataset of the Open Reaction Database (ORD), a public repository of structured organic reaction records. describe an organic reaction: reactants, conditions, products, and yield Reactants: C[O-].[Na+] (sodium methoxide), ClC1=NC=C(C(=N1)OCC1=CC=CC=C1)CC=1C=NC(=CC1)C (2-chloro-4-benzyloxy-5-[(6-methyl-3-pyridinyl)-methyl]-pyrimidine), C1(=CC=CC=C1)C (toluene). The solvent is CO (methanol). Conditions: time 8 hour. Yields the product COC=1NC=C(C(N1)=O)CC=1C=NC(=CC1)C (2-methoxy-5-[(6-methyl-3-pyridinyl)-methyl]-4-(1H)-pyrimidinone). Yield: 59.0%. Reaction SMILES: [CH3:1][O-:2].[Na+].Cl[C:5]1[N:10]=[C:9]([O:11]CC2C=CC=CC=2)[C:8]([CH2:19][C:20]2[CH:21]=[N:22][C:23]([CH3:26])=[CH:24][CH:25]=2)=[CH:7][N:6]=1.C1(C)C=CC=CC=1>CO>[CH3:1][O:2][C:5]1[NH:6][CH:7]=[C:8]([CH2:19][C:20]2[CH:21]=[N:22][C:23]([CH3:26])=[CH:24][CH:25]=2)[C:9](=[O:11])[N:10]=1 |f:0.1|. Procedure: A solution of 13.25 ml (0.0581 m) of 25% sodium methoxide in methanol was added dropwise to a mixture of 20 g (0.063 m) of 2-chloro-4-benzyloxy-5-[(6-methyl-3-pyridinyl)-methyl]-pyrimidine prepared as in Example 3 and 250 ml of toluene. The mixture is allowed to stir overnight at room temperature then washed with water and evaporated. The residual oil which was 2-methoxy-4-benzyloxy-5-[(6-methyl-3-pyridinyl)-methyl]-pyrimidine was dissolved in ethanol and hydrogenated over 0.6 g of 10% palladium...